This data is from the Open Reaction Database (ORD), a public repository of structured organic reaction records. The task is: describe an organic reaction: reactants, conditions, products, and yield Reaction SMILES: [Br:14][c:15]1[c:16]([OH:22])[cH:17][c:18]([OH:21])[cH:19][cH:20]1.[C:23](=[O:24])([O-:25])[O-:26].[CH3:1][S:2](=[O:3])(=[O:4])[c:5]1[cH:6][cH:7][c:8]([B:11]([OH:12])[OH:13])[cH:9][cH:10]1.[CH3:70][O:71][CH2:72][CH2:73][O:74][CH3:75].[Na+:27].[Na+:28].[Pd:29]([Cl:30])[Cl:31].[c:32]1([P:33]([c:34]2[cH:35][cH:36][cH:37][cH:38][cH:39]2)[c:40]2[cH:41][cH:42][cH:43][cH:44][cH:45]2)[cH:46][cH:47][cH:48][cH:49][cH:50]1.[c:51]1([P:52]([c:53]2[cH:54][cH:55][cH:56][cH:57][cH:58]2)[c:59]2[cH:60][cH:61][cH:62][cH:63][cH:64]2)[cH:65][cH:66][cH:67][cH:68][cH:69]1>>[CH3:1][S:2](=[O:3])(=[O:4])[c:5]1[cH:6][cH:7][c:8](-[c:15]2[c:16]([OH:22])[cH:17][c:18]([OH:21])[cH:19][cH:20]2)[cH:9][cH:10]1. Starting materials: Oc1ccc(Br)c(O)c1, O=C([O-])[O-], CS(=O)(=O)c1ccc(B(O)O)cc1, COCCOC, [Na+], [Na+], Cl[Pd]Cl, c1ccc(P(c2ccccc2)c2ccccc2)cc1, c1ccc(P(c2ccccc2)c2ccccc2)cc1. Product: CS(=O)(=O)c1ccc(-c2ccc(O)cc2O)cc1.